Dataset: the Open Reaction Database (ORD), a public repository of structured organic reaction records. Task: describe an organic reaction: reactants, conditions, products, and yield Starting materials: S(O)(O)(=O)=O (sulfuric acid), C[Si](CCCO)(C)C (4,4-dimethyl-4-silapentanol), S([O-])(O)=O.[Na+] (sodium bisulfite), [Cr](=O)(=O)(O)O (chromic acid). Reagents/catalysts: [O-2].[O-2].[O-2].[Cr+6] (chromium trioxide). Solvent: O (water), CC(=O)C (acetone), O (water). Conditions: temperature 20 celsius, time 3 hour. Yields the product C[Si](CCC(=O)O)(C)C (4,4-dimethyl-4-silapentanoic acid). Reaction SMILES: S(=O)(=O)(O)O.[CH3:6][Si:7]([CH3:13])([CH3:12])[CH2:8][CH2:9][CH2:10][OH:11].S(=O)(O)[O-:15].[Na+].[Cr](O)(O)(=O)=O>CC(C)=O.[O-2].[O-2].[O-2].[Cr+6].O>[CH3:6][Si:7]([CH3:13])([CH3:12])[CH2:8][CH2:9][C:10]([OH:15])=[O:11] |f:2.3,6.7.8.9|. Procedure: To 12.5 mL of water was added 8.73 g (0.0873 mole) of chromium trioxide which was mixed until all solid had dissolved. This solution was immersed in an ice/water bath, and 13.4 g (7.3 mL, 0.137 mole) of concentrated sulfuric acid (18M) was added cautiously. This was followed by the addition of 25 mL of water. The solution was then cooled to 0°-5° C. and added to a stirred solution of 16.5 g (0.125 mole) of 4,4-dimethyl-4-silapentanol in 800 mL of acetone which had been cooled to 0°-10° C. in an ... The reactants are BrC(C(Cl)(Cl)Br)(Cl)Cl (1,2-dibromo-1,1,2,2-tetrachloroethane), C1(=CC=CC=C1)P(C1=CC=CC=C1)C1=CC=CC=C1 (triphenylphosphine), C(C1=CC=CC=C1)N=C=O (benzyl isocyanate), N1(CCCCCC1)CC=1SC(=CC1)C(=O)NN (2-(hexahydro-1H-azepin-1-yl)methylthiophene-5-carboxylic acid hydrazide). Run in C(C)N(CC)CC (triethylamine), C(C)#N (acetonitrile). Run at time 40 hour. The product is C(C1=CC=CC=C1)NC1=NN=C(O1)C1=CC=C(S1)CN1CCCCCC1 (1-[5-(5-Benzylamino-1,3,4-oxadiazol-2-yl)-2-thenyl]hexahydro-1H-azepine). Isolated yield 33.1%. Reaction SMILES: [CH2:1]([N:8]=[C:9]=[O:10])[C:2]1[CH:7]=[CH:6][CH:5]=[CH:4][CH:3]=1.[N:11]1([CH2:18][C:19]2[S:20][C:21]([C:24]([NH:26][NH2:27])=O)=[CH:22][CH:23]=2)[CH2:17][CH2:16][CH2:15][CH2:14][CH2:13][CH2:12]1.BrC(Cl)(Cl)C(Br)(Cl)Cl.C1(P(C2C=CC=CC=2)C2C=CC=CC=2)C=CC=CC=1>C(N(CC)CC)C.C(#N)C>[CH2:1]([NH:8][C:9]1[O:10][C:24]([C:21]2[S:20][C:19]([CH2:18][N:11]3[CH2:17][CH2:16][CH2:15][CH2:14][CH2:13][CH2:12]3)=[CH:23][CH:22]=2)=[N:26][N:27]=1)[C:2]1[CH:7]=[CH:6][CH:5]=[CH:4][CH:3]=1. Reported procedure: 0.13 ml (1.05 mmol) of benzyl isocyanate was added to 25 ml of acetonitrile solution containing 253 mg (1.0 mmol) of 2-(hexahydro-1H-azepin-1-yl)methylthiophene-5-carboxylic acid hydrazide, and the mixture was stirred at room temperature for 40 hours, 718 mg (2.2 mmol) of 1,2-dibromo-1,1,2,2-tetrachloroethane, 1.22 ml of triethylamine and 1.16 g of triphenylphosphine were added, and then the mixture was stirred at room temperature for 9 hours. The reaction solution was concentrated, chloroform w... Reactants: N[C@H]1CC[C@H](CC1)NC(=O)C1=CNC2=C1N=CN=C2C2=C(C=C(C=C2)OC)OCC2CC2 (cis-4-(2-cyclopropylmethoxy-4-methoxy-phenyl)-5H-pyrrolo[3,2-d]pyrimidine-7-carboxylic acid (4-amino-cyclohexyl)-amide), ClC(=O)[C@H](C)OC(C)=O (acetic acid (S)-1-chlorocarbonyl-ethyl ester). Product: O[C@H](C(=O)N[C@H]1CC[C@H](CC1)NC(=O)C1=CNC2=C1N=CN=C2C2=C(C=C(C=C2)OC)OCC2CC2)C (cis-4-(2-Cyclopropylmethoxy-4-methoxy-phenyl)-5H-pyrrolo[3,2-d]pyrimidine-7-carboxylic acid [4-((S)-2-hydroxy-propionylamino)-cyclohexyl]-amide). As a reaction SMILES: [NH2:1][C@@H:2]1[CH2:7][CH2:6][C@H:5]([NH:8][C:9]([C:11]2[C:15]3[N:16]=[CH:17][N:18]=[C:19]([C:20]4[CH:25]=[CH:24][C:23]([O:26][CH3:27])=[CH:22][C:21]=4[O:28][CH2:29][CH:30]4[CH2:32][CH2:31]4)[C:14]=3[NH:13][CH:12]=2)=[O:10])[CH2:4][CH2:3]1.Cl[C:34]([C@@H:36]([O:38]C(=O)C)[CH3:37])=[O:35]>>[OH:38][C@@H:36]([CH3:37])[C:34]([NH:1][C@@H:2]1[CH2:7][CH2:6][C@H:5]([NH:8][C:9]([C:11]2[C:15]3[N:16]=[CH:17][N:18]=[C:19]([C:20]4[CH:25]=[CH:24][C:23]([O:26][CH3:27])=[CH:22][C:21]=4[O:28][CH2:29][CH:30]4[CH2:31][CH2:32]4)[C:14]=3[NH:13][CH:12]=2)=[O:10])[CH2:4][CH2:3]1)=[O:35]. Reported procedure: Starting from cis-4-(2-cyclopropylmethoxy-4-methoxy-phenyl)-5H-pyrrolo[3,2-d]pyrimidine-7-carboxylic acid (4-amino-cyclohexyl)-amide (example A151) and acetic acid (S)-1-chlorocarbonyl-ethyl ester the title compound is obtained as colorless solid. The reactants are C(C)O (ethanol), NC=1SC2=C(N1)C=CC=C2 (2-aminobenzothiazole), BrCC(=O)C1=CC=C(C=C1)[N+](=O)[O-] (2-bromo-4′-nitroacetophenone), O (water), OS(=O)(=O)O (H2SO4). Run at temperature 0 celsius, time 1 hour. The product is N=1C(=CN2C1SC1=C2C=CC=C1)NC1=CC=CC=C1 ((imidazo[2,1-b]benzothiazol-2-yl)aniline). Procedure details: A mixture of 2-aminobenzothiazole (4.00 g, 26.6 mmol) and 2-bromo-4′-nitroacetophenone (7.32 g, 30.0 mmol) was refluxed in ethanol for 90 min and then the mixture was cooled to 0° C. The solid (about 2 g) was collected by filtration, washed with the minimum quantity of cold ethanol and then dissolved again in 150 ml of ethanol and added of iron powder (7.47 g, 133.75 mmol), water (30 ml) and H2SO4 12N (750 μl). The mixture was stirred at 90° C. for 1 h, then filtered on celite and washed with ho... The reagents and catalysts are [Fe] (iron). Reaction SMILES: [NH2:1][C:2]1[S:3][C:4]2[CH:10]=[CH:9][CH:8]=[CH:7][C:5]=2[N:6]=1.BrCC([C:15]1[CH:20]=[CH:19][C:18]([N+:21]([O-])=O)=[CH:17][CH:16]=1)=O.O.OS(O)(=O)=O.[CH2:30](O)[CH3:31]>[Fe]>[N:1]1[C:30]([NH:21][C:18]2[CH:17]=[CH:16][CH:15]=[CH:20][CH:19]=2)=[CH:31][N:6]2[C:5]3[CH:7]=[CH:8][CH:9]=[CH:10][C:4]=3[S:3][C:2]=12. The reactants are CO, C1=C(c2c[nH]c3ccccc23)CCNC1. Product: c1ccc2c(C3CCNCC3)c[nH]c2c1. RXN SMILES: [CH3:16][OH:17].[NH:1]1[CH2:2][CH2:3][C:4]([c:7]2[cH:8][nH:9][c:10]3[cH:11][cH:12][cH:13][cH:14][c:15]23)=[CH:5][CH2:6]1>>[NH:1]1[CH2:2][CH2:3][CH:4]([c:7]2[cH:8][nH:9][c:10]3[cH:11][cH:12][cH:13][cH:14][c:15]23)[CH2:5][CH2:6]1. Reactants: C(C=C)OC1=CC(=C(C#N)C=C1Br)Cl (4-(Allyloxy)-5-bromo-2-chlorobenzonitrile), C(CO)O (ethylene glycol). Product: BrC1=CC(=C(C=2CC(OC21)C)Cl)C#N (7-Bromo-4-chloro-2-methyl-2,3-dihydrobenzofuran-5-carbonitrile). Yield: 52.0%. Reaction SMILES: [CH2:1]([O:4][C:5]1[C:12]([Br:13])=[CH:11][C:8]([C:9]#[N:10])=[C:7]([Cl:14])[CH:6]=1)[CH:2]=C.[CH2:15](O)CO>>[Br:13][C:12]1[C:5]2[O:4][CH:1]([CH3:2])[CH2:15][C:6]=2[C:7]([Cl:14])=[C:8]([C:9]#[N:10])[CH:11]=1. Reported procedure: The compound 38 (2.03 g, 7.45 mmol) in ethylene glycol (5 mL) was subjected to microwave conditions (Biotage®) at 250° C. for 90 min. The reaction mixture was cooled to r.t. and extracted with EtOAc/H2O (50 mL/100 mL). The organic layer was dried over MgSO4, filtered off, and evaporated in vacuo. The residue was purified using normal phase column chromatography to obtain the title product (1.05 g, 52%). Starting materials: C(C1=CC=CC=C1)OC1=C(C(NC1CC1CCS(CC1)(=O)=O)=O)C1=C(C=CC(=C1)C)C (4-benzyloxy-3-(2,5-dimethyl-phenyl)-5-(1,1-dioxo-hexahydro-1λ6-thiopyran-4-ylmethyl)-1,5-dihydro-pyrrol-2-one). The reagents and catalysts are [Pd] (Pd/C). The solvent is CO (methanol). Run at time 2 hour. The product is CC1=C(C=C(C=C1)C)C=1C(NC(C1O)CC1CCS(CC1)(=O)=O)=O (3-(2,5-dimethyl-phenyl)-5-(1,1-dioxo-hexahydro-1λ6-thiopyran-4-ylmethyl)-4-hydroxy-1,5-dihydro-pyrrol-2-one). RXN SMILES: C([O:8][C:9]1[CH:13]([CH2:14][CH:15]2[CH2:20][CH2:19][S:18](=[O:22])(=[O:21])[CH2:17][CH2:16]2)[NH:12][C:11](=[O:23])[C:10]=1[C:24]1[CH:29]=[C:28]([CH3:30])[CH:27]=[CH:26][C:25]=1[CH3:31])C1C=CC=CC=1>CO.[Pd]>[CH3:31][C:25]1[CH:26]=[CH:27][C:28]([CH3:30])=[CH:29][C:24]=1[C:10]1[C:11](=[O:23])[NH:12][CH:13]([CH2:14][CH:15]2[CH2:16][CH2:17][S:18](=[O:22])(=[O:21])[CH2:19][CH2:20]2)[C:9]=1[OH:8]. Procedure details: 10% Pd/C (50 mg) was added to a solution of 4-benzyloxy-3-(2,5-dimethyl-phenyl)-5-(1,1-dioxo-hexahydro-1λ6-thiopyran-4-ylmethyl)-1,5-dihydro-pyrrol-2-one (280 mg, 0.64 mmol) in 20 ml of methanol and the mixture was hydrogenated for 2 h. Then, the resulting mixture was filtered and the filtrate was evaporated in vacuo. The residue was purified by flash chromatography on silica gel. Yield: 200 mg of 3-(2,5-dimethyl-phenyl)-5-(1,1-dioxo-hexahydro-1λ6-thiopyran-4-ylmethyl)-4-hydroxy-1,5-dihydro-pyrr... Reactants: CC#N, Cl[Hg]Cl, Cl, NC1CC1c1ccc(F)cc1, O=C1CSC(=S)N1. Yields the product O=C1CSC(NC2CC2c2ccc(F)cc2)=N1. Reaction SMILES: [CH3:23][C:24]#[N:25].[Cl:20][Hg:21][Cl:22].[ClH:19].[F:8][c:9]1[cH:10][cH:11][c:12]([CH:15]2[CH:16]([NH2:18])[CH2:17]2)[cH:13][cH:14]1.[S:1]1[C:2](=[S:3])[NH:4][C:5](=[O:6])[CH2:7]1>>[S:1]1[C:2]([NH:18][CH:16]2[CH:15]([c:12]3[cH:11][cH:10][c:9]([F:8])[cH:14][cH:13]3)[CH2:17]2)=[N:4][C:5](=[O:6])[CH2:7]1.